This data is from the Open Reaction Database (ORD), a public repository of structured organic reaction records. The task is: describe an organic reaction: reactants, conditions, products, and yield Yields the product COc1ccc(Cl)cc1CCN. As a reaction SMILES: [BH4-:6].[CH3:20][CH2:21][O:22][CH2:23][CH3:24].[CH3:30][OH:31].[CH3:8][O:9][c:10]1[c:11]([CH2:17][C:18]#[N:19])[cH:12][c:13]([Cl:16])[cH:14][cH:15]1.[Cl:1][Si:2]([CH3:3])([CH3:4])[CH3:5].[Li+:7].[O:25]1[CH2:26][CH2:27][CH2:28][CH2:29]1>>[CH3:8][O:9][c:10]1[c:11]([CH2:17][CH2:18][NH2:19])[cH:12][c:13]([Cl:16])[cH:14][cH:15]1. Reactants: [BH4-], CCOCC, CO, COc1ccc(Cl)cc1CC#N, C[Si](C)(C)Cl, [Li+], C1CCOC1. The reactants are CCCCCCCCN, COC(=O)c1ccccc1O. The product is CCCCCCCCNC(=O)c1ccccc1O. RXN SMILES: [CH2:12]([CH2:13][CH2:14][CH2:15][CH2:16][CH2:17][CH2:18][CH3:19])[NH2:20].[CH3:1][O:2][C:3]([c:4]1[c:5]([OH:6])[cH:7][cH:8][cH:9][cH:10]1)=[O:11]>>[C:3]([c:4]1[c:5]([OH:6])[cH:7][cH:8][cH:9][cH:10]1)(=[O:11])[NH:20][CH2:12][CH2:13][CH2:14][CH2:15][CH2:16][CH2:17][CH2:18][CH3:19].